Dataset: the Open Reaction Database (ORD), a public repository of structured organic reaction records. Task: describe an organic reaction: reactants, conditions, products, and yield Starting materials: O (H2O), ClC=1C=C(CNC(=O)C2=NC(=NC=C2C2=C(C=CC=C2)C)SC)C=C(C1)Cl (methylsulfanyl-5-o-tolyl-pyrimidine-4-carboxylic acid 3,5-dichloro-benzylamide), CN(C=O)C (N,N-dimethylformamide), CI (methyl iodide). The solvent is [Cl-].[Na+].O (brine), C(Cl)Cl (CH2Cl2). Run at time 1 hour. Product: ClC=1C=C(CN(C(=O)C2=NC(=NC=C2C2=C(C=CC=C2)C)SC)C)C=C(C1)Cl (2-methylsulfanyl-5-o-tolyl-pyrimidine-4-carboxylic acid (3,5-dichloro-benzyl)-methyl-amide). Yield: 92.2%. RXN SMILES: [Cl:1][C:2]1[CH:3]=[C:4]([CH:24]=[C:25]([Cl:27])[CH:26]=1)[CH2:5][NH:6][C:7]([C:9]1[C:14]([C:15]2[CH:20]=[CH:19][CH:18]=[CH:17][C:16]=2[CH3:21])=[CH:13][N:12]=[C:11]([S:22][CH3:23])[N:10]=1)=[O:8].[CH3:28]N(C)C=O.CI.O>[Cl-].[Na+].O.C(Cl)Cl>[Cl:1][C:2]1[CH:3]=[C:4]([CH:24]=[C:25]([Cl:27])[CH:26]=1)[CH2:5][N:6]([CH3:28])[C:7]([C:9]1[C:14]([C:15]2[CH:20]=[CH:19][CH:18]=[CH:17][C:16]=2[CH3:21])=[CH:13][N:12]=[C:11]([S:22][CH3:23])[N:10]=1)=[O:8] |f:4.5.6|. Procedure details: To a solution of 0.6 g (1.43 mmol) methylsulfanyl-5-o-tolyl-pyrimidine-4-carboxylic acid 3,5-dichloro-benzylamide in 10 ml N,N-dimethylformamide 0.073 g (1.85 mmol) sodiumhydride (60% dispersion in mineral oil) was added and the reaction stirred for 1 h. After the addition of 0.14 ml methyl iodide at 0°, the reaction mixture was stirred for 3 hrs at RT. The reaction mixture was distributed between 50 ml H2O, 50 ml brine and 50 ml CH2Cl2. The phases were separated and the aqueous layer washed twi... Reactants: C1CCOC1, C=CCOC(=O)c1ccc(C(=O)Cl)cc1, CNC, O. Yields the product C=CCOC(=O)c1ccc(C(=O)N(C)C)cc1. Reaction SMILES: [CH2:20]1[O:21][CH2:22][CH2:23][CH2:24]1.[CH2:4]([CH:5]=[CH2:6])[O:7][C:8](=[O:9])[c:10]1[cH:11][cH:12][c:13]([C:14](=[O:15])[Cl:16])[cH:17][cH:18]1.[CH3:1][NH:2][CH3:3].[OH2:19]>>[CH3:1][N:2]([CH3:3])[C:14]([c:13]1[cH:12][cH:11][c:10]([C:8]([O:7][CH2:4][CH:5]=[CH2:6])=[O:9])[cH:18][cH:17]1)=[O:15]. Starting materials: C(C)(C)(C)OC(=O)NCC1CN(CC1)CCCN (3-(3-tert-Butoxycarbonylaminomethylpyrrolidin-1-yl)propylamine), C1(=CC=CC=C1)N=C=O (phenyl isocyanate), NC1=CC(=C(C(=O)O)C=C1Cl)OC (4-amino-5-chloro-2-methoxybenzoic acid). Product: NC1=CC(=C(C(=O)NCC2CN(CC2)CCCNC(=O)NC2=CC=CC=C2)C=C1Cl)OC (4-amino-5-chloro-2-methoxy-N-(1-(3-(3-phenylureido)propyl)pyrrolidin-3-ylmethyl)-benzamide). Reaction SMILES: C(O[C:6]([NH:8][CH2:9][CH:10]1[CH2:14][CH2:13][N:12]([CH2:15][CH2:16][CH2:17][NH2:18])[CH2:11]1)=[O:7])(C)(C)C.[C:19]1([N:25]=[C:26]=[O:27])[CH:24]=[CH:23][CH:22]=[CH:21][CH:20]=1.[NH2:28][C:29]1[C:37]([Cl:38])=[CH:36][C:32](C(O)=O)=[C:31]([O:39][CH3:40])[CH:30]=1>>[NH2:28][C:29]1[C:37]([Cl:38])=[CH:36][C:32]([C:6]([NH:8][CH2:9][CH:10]2[CH2:14][CH2:13][N:12]([CH2:15][CH2:16][CH2:17][NH:18][C:26]([NH:25][C:19]3[CH:24]=[CH:23][CH:22]=[CH:21][CH:20]=3)=[O:27])[CH2:11]2)=[O:7])=[C:31]([O:39][CH3:40])[CH:30]=1. Reported procedure: 3-(3-tert-Butoxycarbonylaminomethylpyrrolidin-1-yl)propylamine (0.74 g) as starting compound was reacted and treated in the same manner as in Example 34 using phenyl isocyanate (0.33 ml) and 4-amino-5-chloro-2-methoxybenzoic acid (0.58 g) to give 4-amino-5-chloro-2-methoxy-N-(1-(3-(3-phenylureido)propyl)pyrrolidin-3-ylmethyl)-benzamide.